This data is from the Open Reaction Database (ORD), a public repository of structured organic reaction records. The task is: describe an organic reaction: reactants, conditions, products, and yield Starting materials: OC(CCC(CCC=C(C)C)C)C1=CC2=C(C=C1)OCO2 (1-(1-hydroxy-4,8-dimethyl-7-nonenyl)-3,4-methylenedioxy- benzene), OC(CCCOCCC(C)C)C1=CC2=C(C=C1)OCO2 (1-(1-hydroxy-4-isopentyloxybutyl)-3,4-methylenedioxybenzene). Yields the product CC(CC=CC1=CC2=C(C=C1)OCO2)CCC=C(C)C (1-(4,8-Dimethyl-1,7-nonadienyl)-3,4-methylenedioxybenzene). RXN SMILES: O[CH:2]([C:13]1[CH:18]=[CH:17][C:16]2[O:19][CH2:20][O:21][C:15]=2[CH:14]=1)[CH2:3][CH2:4][CH:5]([CH3:12])[CH2:6][CH2:7][CH:8]=[C:9]([CH3:11])[CH3:10].OC(C1C=CC2OCOC=2C=1)CCCOCCC(C)C>>[CH3:12][CH:5]([CH2:6][CH2:7][CH:8]=[C:9]([CH3:10])[CH3:11])[CH2:4][CH:3]=[CH:2][C:13]1[CH:18]=[CH:17][C:16]2[O:19][CH2:20][O:21][C:15]=2[CH:14]=1. Procedure details: The above compound is produced in analogous manner to that described in Example 2, but using 1-(1-hydroxy-4,8-dimethyl-7-nonenyl)-3,4-methylenedioxy- benzene in the plate of 1-(1-hydroxy-4-isopentyloxybutyl)-3,4-methylenedioxybenzene. nD20 = 1.5426.